describe an organic reaction: reactants, conditions, products, and yield From a dataset of the Open Reaction Database (ORD), a public repository of structured organic reaction records. RXN SMILES: [CH3:45][N:46]1[CH2:47][CH2:48][CH2:49][C:50]1=[O:51].[CH:20]([N:21]([CH2:22][CH3:23])[CH:24]([CH3:25])[CH3:26])([CH3:27])[CH3:28].[Cl-:44].[Cl:1][c:2]1[c:3]2[c:4]([n:5][c:6]([CH2:13][CH3:14])[c:7]1[C:8](=[O:9])[O:10][CH2:11][CH3:12])[n:15]([CH2:18][CH3:19])[n:16][cH:17]2.[Li+:43].[NH2:29][CH:30]1[CH2:31][CH2:32][N:33]([C:36](=[O:37])[O:38][C:39]([CH3:40])([CH3:41])[CH3:42])[CH2:34][CH2:35]1>>[c:2]1([NH:29][CH:30]2[CH2:31][CH2:32][N:33]([C:36](=[O:37])[O:38][C:39]([CH3:40])([CH3:41])[CH3:42])[CH2:34][CH2:35]2)[c:3]2[c:4]([n:5][c:6]([CH2:13][CH3:14])[c:7]1[C:8](=[O:9])[O:10][CH2:11][CH3:12])[n:15]([CH2:18][CH3:19])[n:16][cH:17]2. Yields the product CCOC(=O)c1c(CC)nc2c(cnn2CC)c1NC1CCN(C(=O)OC(C)(C)C)CC1. The reactants are CN1CCCC1=O, CCN(C(C)C)C(C)C, [Cl-], CCOC(=O)c1c(CC)nc2c(cnn2CC)c1Cl, [Li+], CC(C)(C)OC(=O)N1CCC(N)CC1. The reactants are FCC(=O)OCC (ethyl fluoroacetate), solution, ClC1=CC=C(CC[Mg]Br)C=C1 (4-chlorophenethylmagnesium bromide), c-hexane ethyl acetate. The solvent is O1CCCC1 (tetrahydrofuran), O1CCCC1 (tetrahydrofuran), [Cl-].[NH4+] (ammonium chloride). Run at temperature -50 celsius, time 5 hour. Product: ClC1=CC=C(C=C1)CCC(CF)=O (4-(4-chloro-phenyl)-1-fluoro-butan-2-one). Isolated yield 18.0%. As a reaction SMILES: [F:1][CH2:2][C:3]([O:5]CC)=O.[Cl:8][C:9]1[CH:18]=[CH:17][C:12]([CH2:13][CH2:14][Mg]Br)=[CH:11][CH:10]=1>O1CCCC1.[Cl-].[NH4+]>[Cl:8][C:9]1[CH:18]=[CH:17][C:12]([CH2:13][CH2:14][C:3](=[O:5])[CH2:2][F:1])=[CH:11][CH:10]=1 |f:3.4|. Procedure: To a stirred solution of ethyl fluoroacetate (0.59 ml; 6.0 mmol) in tetrahydrofuran (6 ml) under nitrogen at −76° C. was added dropwise a 0.5 M solution of 4-chlorophenethylmagnesium bromide in tetrahydrofuran (10 ml; 5.0 mmol). The suspension obtained was stirred at −50° C. during 5 h. The mixture was poured in ammonium chloride sat. solution (20 ml) and extracted with dichloromethane (3×20 ml). Combined organics were dried over sodium sulfate and evaporated. The crude obtained was subject flas... The reactants are O=C1CCC(=O)N1Br, O=C([O-])O, Fc1ccc(-c2nn3ccccc3c2-c2ccnc(F)c2)cc1, [Na+], CN(C)C=O. The product is Fc1ccc(-c2nn3cc(Br)ccc3c2-c2ccnc(F)c2)cc1. Reaction SMILES: [Br:24][N:25]1[C:26](=[O:27])[CH2:28][CH2:29][C:30]1=[O:31].[C:32](=[O:33])([OH:34])[O-:35].[F:1][c:2]1[cH:3][cH:4][c:5](-[c:8]2[n:9][n:10]3[c:11]([cH:12][cH:13][cH:14][cH:15]3)[c:16]2-[c:17]2[cH:18][c:19]([F:23])[n:20][cH:21][cH:22]2)[cH:6][cH:7]1.[Na+:36].[O:37]=[CH:38][N:39]([CH3:40])[CH3:41]>>[F:1][c:2]1[cH:3][cH:4][c:5](-[c:8]2[n:9][n:10]3[c:11]([cH:12][cH:13][c:14]([Br:24])[cH:15]3)[c:16]2-[c:17]2[cH:18][c:19]([F:23])[n:20][cH:21][cH:22]2)[cH:6][cH:7]1. Reactants: C(=O)OCC (ethyl formate), [Cl-].[NH4+] (ammonium chloride), CC1(CCC(SC1=C)=NC1=CC=C(C=C1)C)C ([5,5-dimethyl-6-methylene-tetrahydro-thiopyran-2-ylidene]-p-tolyl-amine), C(C)(C)[N-]C(C)C.[Li+] (lithium diisopropylamide). Solvent: O1CCCC1 (tetrahydrofuran), O1CCCC1 (tetrahydrofuran). Conditions: temperature -78 celsius, time 30 minute. The product is CC1(CC(=C(SC1=C)NC1=CC=C(C=C1)C)C=O)C (5,5-dimethyl-6-methylene-2-p-tolylamino-5,6-dihydro-4H-thiopyran-3-carbaldehyde). Yield: 44.0%. As a reaction SMILES: [CH3:1][C:2]1([CH3:17])[C:7](=[CH2:8])[S:6][C:5](=[N:9][C:10]2[CH:15]=[CH:14][C:13]([CH3:16])=[CH:12][CH:11]=2)[CH2:4][CH2:3]1.C([N-]C(C)C)(C)C.[Li+].[CH:26](OCC)=[O:27].[Cl-].[NH4+]>O1CCCC1>[CH3:1][C:2]1([CH3:17])[C:7](=[CH2:8])[S:6][C:5]([NH:9][C:10]2[CH:11]=[CH:12][C:13]([CH3:16])=[CH:14][CH:15]=2)=[C:4]([CH:26]=[O:27])[CH2:3]1 |f:1.2,4.5|. Reported procedure: In a dehydrated tetrahydrofuran (15 ml) solution of [5,5-dimethyl-6-methylene-tetrahydro-thiopyran-2-ylidene]-p-tolyl-amine (0.53 g), 2.2 ml of lithium diisopropylamide (1.5 mol/l, tetrahydrofuran/cyclohexane solution) was added dropwise at −78° C. under a nitrogen atmosphere. After stirring at −78° C. for 30 minutes, a tetrahydrofuran (1 ml) solution of ethyl formate (0.24 g) was added dropwise. After raising the temperature to room temperature and further stirring for 1 hour, an aqueous satura... Starting materials: CCCN(CCSc1ccc(OCC(=O)OCC)c(C)c1)S(=O)(=O)c1sc2ccc(C(F)(F)F)cc2c1C, C1CCOC1, CCOC(C)=O, Cl, [Li+], [OH-]. Yields the product CCCN(CCSc1ccc(OCC(=O)O)c(C)c1)S(=O)(=O)c1sc2ccc(C(F)(F)F)cc2c1C. As a reaction SMILES: [CH2:1]([CH3:2])[O:3][C:4]([CH2:5][O:6][c:7]1[c:8]([CH3:37])[cH:9][c:10]([S:13][CH2:14][CH2:15][N:16]([CH2:17][CH2:18][CH3:19])[S:20](=[O:21])(=[O:22])[c:23]2[c:24]([CH3:36])[c:25]3[c:26]([s:27]2)[cH:28][cH:29][c:30]([C:32]([F:33])([F:34])[F:35])[cH:31]3)[cH:11][cH:12]1)=[O:38].[CH2:42]1[O:43][CH2:44][CH2:45][CH2:46]1.[CH3:47][CH2:48][O:49][C:50]([CH3:51])=[O:52].[ClH:41].[Li+:40].[OH-:39]>>[O:3]=[C:4]([CH2:5][O:6][c:7]1[c:8]([CH3:37])[cH:9][c:10]([S:13][CH2:14][CH2:15][N:16]([CH2:17][CH2:18][CH3:19])[S:20](=[O:21])(=[O:22])[c:23]2[c:24]([CH3:36])[c:25]3[c:26]([s:27]2)[cH:28][cH:29][c:30]([C:32]([F:33])([F:34])[F:35])[cH:31]3)[cH:11][cH:12]1)[OH:38]. The reactants are C1(=CC=CC2=CC=CC=C12)C(=O)CCCCCCC(=O)O (7-(1-Naphthoyl)heptanoic acid), NO.Cl (NH2OH.HCl). The solvent is C(C)N(CC)CC (triethylamine). Product: ONC(CCCCCCC(=O)C1=CC=CC2=CC=CC=C12)=O (N-hydroxy-7-(1-naphthoyl)heptanamide). Yield: 58.0%. As a reaction SMILES: [C:1]1([C:11]([CH2:13][CH2:14][CH2:15][CH2:16][CH2:17][CH2:18][C:19]([OH:21])=O)=[O:12])[C:10]2[C:5](=[CH:6][CH:7]=[CH:8][CH:9]=2)[CH:4]=[CH:3][CH:2]=1.[NH2:22][OH:23].Cl>C(N(CC)CC)C>[OH:23][NH:22][C:19](=[O:21])[CH2:18][CH2:17][CH2:16][CH2:15][CH2:14][CH2:13][C:11]([C:1]1[C:10]2[C:5](=[CH:6][CH:7]=[CH:8][CH:9]=2)[CH:4]=[CH:3][CH:2]=1)=[O:12] |f:1.2|. Reported procedure: Following the procedure described in Example 14, step 3, but substituting carboxylic acid 50f for 37 and using 1.1 equivalent of NH2OH.HCl and triethylamine each, the title compound was obtained as light yellow solid in 58% yield: 1H NMR (300 MHz, CD3OD/CDCl3=5/1) δ 8.50 (d, J=8.1 Hz, 1H), 7.40-7.90 (m, 6H), 2.93(t, J=7.5 Hz, 2H), 2.12 (m, 2H), 1.69 (m, 2H), 1.59 (m, 2H), 1.30 (m, 4H); 13C NMR (75.4 MHz, CD3OD/CDCl3=5/1) δ 24.27, 25.08, 28.63(2), 32.65, 41.88, 124.29, 125.53, 126.27, 127.33, 127... The reactants are ClC1=C(C=CC(=C1)C(CCC(=O)O)=O)C1=CC=CC=C1 (4-(2-chloro-4-biphenylyl)-4-oxo-butyric acid), C1CCCCC1.CCOCC (cyclohexane ether), C1(CCCCC1)N (cyclohexylamine). Solvent: CC(=O)C.C(C)(=O)OCC (acetone ethyl acetate). Product: ClC1=C(C=CC(=C1)C(CCC(=O)O)O)C1=CC=CC=C1 (4-(2-Chloro-4-biphenylyl)-4-hydroxy-butyric acid). Reaction SMILES: [Cl:1][C:2]1[CH:7]=[C:6]([C:8](=[O:14])[CH2:9][CH2:10][C:11]([OH:13])=[O:12])[CH:5]=[CH:4][C:3]=1[C:15]1[CH:20]=[CH:19][CH:18]=[CH:17][CH:16]=1.C1CCCCC1.CCOCC.C1(N)CCCCC1>CC(C)=O.C(OCC)(=O)C>[Cl:1][C:2]1[CH:7]=[C:6]([CH:8]([OH:14])[CH2:9][CH2:10][C:11]([OH:13])=[O:12])[CH:5]=[CH:4][C:3]=1[C:15]1[CH:16]=[CH:17][CH:18]=[CH:19][CH:20]=1 |f:1.2,4.5|. Procedure details: Prepared analogous to Example 42 from 4-(2-chloro-4-biphenylyl)-4-oxo-butyric acid. Melting point 87°-88° C. (from cyclohexane/ether); melting point of the cyclohexylamine salt: 156°-157° C. (from acetone/ethyl acetate).